This data is from the Open Reaction Database (ORD), a public repository of structured organic reaction records. The task is: describe an organic reaction: reactants, conditions, products, and yield The reactants are C1=CC=CC=2C3=CC=CC=C3C(C12)COC(=O)N1[C@@H](COC[C@@H]1C(C)O)C1=CC(=C(C=C1)F)F ((3R,5R)-3-(3,4-difluorophenyl)-5-(1-hydroxyethyl)morpholine-4-carboxylic acid 9H-fluorene-9-ylmethyl ester), C(C)NCC (diethylamine), resultant solution. The solvent is C1(=CC=CC=C1)C (toluene), C(C)#N (acetonitrile). Product: FC=1C=C(C=CC1F)[C@@H]1COC[C@@H](N1)C(C)O (1-[(3R,5R)-5-(3,4-difluorophenyl)morpholine-3-yl]ethanol). The yield is 85.4%. Reaction SMILES: C1C2C(COC([N:18]3[C@@H:23]([CH:24]([OH:26])[CH3:25])[CH2:22][O:21][CH2:20][C@H:19]3[C:27]3[CH:32]=[CH:31][C:30]([F:33])=[C:29]([F:34])[CH:28]=3)=O)C3C(=CC=CC=3)C=2C=CC=1.C(NCC)C>C(#N)C.C1(C)C=CC=CC=1>[F:34][C:29]1[CH:28]=[C:27]([C@H:19]2[NH:18][C@@H:23]([CH:24]([OH:26])[CH3:25])[CH2:22][O:21][CH2:20]2)[CH:32]=[CH:31][C:30]=1[F:33]. Reported procedure: To a solution of (3R,5R)-3-(3,4-difluorophenyl)-5-(1-hydroxyethyl)morpholine-4-carboxylic acid 9H-fluorene-9-ylmethyl ester (950 mg) in acetonitrile (16 mL) was added diethylamine (4 mL), and the resultant solution was stirred for 1 hour at room temperature. The reaction solution was then diluted with toluene (20 mL), and solvent was removed by distillation under reduced pressure. The resulting residue was purified by silica gel column chromatography (heptane/ethyl acetate 4/1→1/1), to thereby o... The reactants are ClC1=CC(=C(OC=2C=CC(=C(NC)C2)[N+](=O)[O-])C=C1)CN1C=NC=C1 (5-[4-chloro-2-(1H-imidazol-1-ylmethyl)phenoxy]-N-methyl-2-nitroaniline), C(C)(=O)OCC (ethyl acetate). Reagents/catalysts: [Zn] (zinc). Run in C(C)(=O)O (acetic acid). Product: ClC1=CC(=C(OC2=CC(=C(N)C=C2)NC)C=C1)CN1C=NC=C1 (4-[4-chloro-2-(1H-imidazol-1-ylmethyl)phenoxy]-2-methylaminoaniline). Isolated yield 69.8%. As a reaction SMILES: [Cl:1][C:2]1[CH:19]=[CH:18][C:5]([O:6][C:7]2[CH:8]=[CH:9][C:10]([N+:15]([O-])=O)=[C:11]([CH:14]=2)[NH:12][CH3:13])=[C:4]([CH2:20][N:21]2[CH:25]=[CH:24][N:23]=[CH:22]2)[CH:3]=1.C(OCC)(=O)C>C(O)(=O)C.[Zn]>[Cl:1][C:2]1[CH:19]=[CH:18][C:5]([O:6][C:7]2[CH:8]=[CH:9][C:10]([NH2:15])=[C:11]([NH:12][CH3:13])[CH:14]=2)=[C:4]([CH2:20][N:21]2[CH:25]=[CH:24][N:23]=[CH:22]2)[CH:3]=1. Procedure details: 5-[4-Chloro-2-(1H-imidazol-1-ylmethyl)phenoxy]-N-methyl-2-nitroaniline (250 mg) from Example 28 was dissolved in acetic acid (3 ml), followed by gradual addition of zinc powder (250 mg) at room temperature. After the addition, ethyl acetate was added to filter off insoluble materials. To the filtrate was added saturated sodium hydrogencarbonate solution carefully for separation. The organic layer was washed with saturated sodium chloride solution, and dried over anhydrous sodium sulfate. After r... Reactants: BrC=1N=C2C(=NC1)N(C=C2C(=O)NC(CO)(C)C)COCC[Si](C)(C)C (2-bromo-N-(1-hydroxy-2-methylpropan-2-yl)-5-((2-(trimethylsilyl)ethoxy)methyl)-5H-pyrrolo[2,3-b]pyrazine-7-carboxamide), N1=CC(=CC=C1)N (pyridin-3-amine), CC1(C2=C(C(=CC=C2)P(C3=CC=CC=C3)C4=CC=CC=C4)OC5=C(C=CC=C51)P(C6=CC=CC=C6)C7=CC=CC=C7)C (xantphos), C([O-])([O-])=O.[Cs+].[Cs+] (cesium carbonate). The reagents and catalysts are C=1C=CC(=CC1)/C=C/C(=O)/C=C/C2=CC=CC=C2.C=1C=CC(=CC1)/C=C/C(=O)/C=C/C2=CC=CC=C2.C=1C=CC(=CC1)/C=C/C(=O)/C=C/C2=CC=CC=C2.[Pd].[Pd] (Pd2(dba)3). Run in ClCCl.CO (dichloromethane methanol), O1CCOCC1 (dioxane). Conditions: temperature 150 celsius. Product: OCC(C)(C)NC(=O)C1=CN(C2=NC=C(N=C21)NC=2C=NC=CC2)COCC[Si](C)(C)C (N-(1-hydroxy-2-methylpropan-2-yl)-2-(pyridin-3-ylamino)-5-((2-(trimethylsilyl)ethoxy)methyl)-5H-pyrrolo[2,3-b]pyrazine-7-carboxamide). Isolated yield 17.6%. As a reaction SMILES: Br[C:2]1[N:3]=[C:4]2[C:10]([C:11]([NH:13][C:14]([CH3:18])([CH3:17])[CH2:15][OH:16])=[O:12])=[CH:9][N:8]([CH2:19][O:20][CH2:21][CH2:22][Si:23]([CH3:26])([CH3:25])[CH3:24])[C:5]2=[N:6][CH:7]=1.[N:27]1[CH:32]=[CH:31][CH:30]=[C:29]([NH2:33])[CH:28]=1.CC1(C)C2C(=C(P(C3C=CC=CC=3)C3C=CC=CC=3)C=CC=2)OC2C(P(C3C=CC=CC=3)C3C=CC=CC=3)=CC=CC1=2.C(=O)([O-])[O-].[Cs+].[Cs+]>O1CCOCC1.C1C=CC(/C=C/C(/C=C/C2C=CC=CC=2)=O)=CC=1.C1C=CC(/C=C/C(/C=C/C2C=CC=CC=2)=O)=CC=1.C1C=CC(/C=C/C(/C=C/C2C=CC=CC=2)=O)=CC=1.[Pd].[Pd].ClCCl.CO>[OH:16][CH2:15][C:14]([NH:13][C:11]([C:10]1[C:4]2[C:5](=[N:6][CH:7]=[C:2]([NH:33][C:29]3[CH:28]=[N:27][CH:32]=[CH:31][CH:30]=3)[N:3]=2)[N:8]([CH2:19][O:20][CH2:21][CH2:22][Si:23]([CH3:26])([CH3:25])[CH3:24])[CH:9]=1)=[O:12])([CH3:18])[CH3:17] |f:3.4.5,7.8.9.10.11,12.13|. Reported procedure: A mixture of 2-bromo-N-(1-hydroxy-2-methylpropan-2-yl)-5-((2-(trimethylsilyl)ethoxy)methyl)-5H-pyrrolo[2,3-b]pyrazine-7-carboxamide (150 mg, 338 μmol), pyridin-3-amine (47.8 mg, 507 μmol), xantphos (58.7 mg, 101 μmol), Pd2(dba)3 (31.0 mg, 33.8 μmol) and cesium carbonate (220 mg, 677 μmol) in dioxane (2 mL) was heated in a microwave at 150° C. for 20 min. The mixture was cooled then filtered through a pad of celite. The filtrate was concentrated in vacuo then purified by chromatography (silica, 4... Reactants: CCOC(=O)CP(=O)(OCC)OCC, Cc1nc2cccc(C=O)n2n1, [H-], [Na+], C1CCOC1, O. Yields the product CCOC(=O)C=Cc1cccc2nc(C)nn12. Reaction SMILES: [CH2:3]([O:4][P:5]([O:6][CH2:7][CH3:8])(=[O:9])[CH2:11][C:12](=[O:13])[O:14][CH2:15][CH3:16])[CH3:10].[CH3:17][c:18]1[n:19][n:20]2[c:21]([cH:22][cH:23][cH:24][c:25]2[CH:26]=[O:27])[n:28]1.[H-:1].[Na+:2].[O:30]1[CH2:31][CH2:32][CH2:33][CH2:34]1.[OH2:29]>>[CH:11]([C:12](=[O:13])[O:14][CH2:15][CH3:16])=[CH:26][c:25]1[n:20]2[n:19][c:18]([CH3:17])[n:28][c:21]2[cH:22][cH:23][cH:24]1. Reactants: CO, N#Cc1ccc(NC2CCCCC2)nc1, [H][H], O=C(O)C(F)(F)F. The product is NCc1ccc(NC2CCCCC2)nc1. Reaction SMILES: [CH3:18][OH:19].[CH:1]1([NH:7][c:8]2[n:9][cH:10][c:11]([C:12]#[N:13])[cH:14][cH:15]2)[CH2:2][CH2:3][CH2:4][CH2:5][CH2:6]1.[H:16][H:17].[OH:20][C:21]([C:22]([F:23])([F:24])[F:25])=[O:26]>>[CH:1]1([NH:7][c:8]2[n:9][cH:10][c:11]([CH2:12][NH2:13])[cH:14][cH:15]2)[CH2:2][CH2:3][CH2:4][CH2:5][CH2:6]1. Starting materials: N1CC(CCC1)C1=NC2=C(N1)C=CC=C2 (2-(piperidin-3-yl)-1H-benzo[d]imidazole), ClC1=C(C=CC(=C1)N=C=O)C (2-chloro-4-isocyanato-1-methylbenzene). Run in ClCCl (dichloromethane). Run at time 1 hour. The product is N1C(=NC2=C1C=CC=C2)C2CN(CCC2)C(=O)NC2=CC(=C(C=C2)C)Cl (3-(1H-Benzo[d]imidazol-2-yl)-N-(3-chloro-4-methylphenyl)piperidine-1-carboxamide). Yield: 80.5%. RXN SMILES: [NH:1]1[CH2:6][CH2:5][CH2:4][CH:3]([C:7]2[NH:11][C:10]3[CH:12]=[CH:13][CH:14]=[CH:15][C:9]=3[N:8]=2)[CH2:2]1.[Cl:16][C:17]1[CH:22]=[C:21]([N:23]=[C:24]=[O:25])[CH:20]=[CH:19][C:18]=1[CH3:26]>ClCCl>[NH:11]1[C:10]2[CH:12]=[CH:13][CH:14]=[CH:15][C:9]=2[N:8]=[C:7]1[CH:3]1[CH2:4][CH2:5][CH2:6][N:1]([C:24]([NH:23][C:21]2[CH:20]=[CH:19][C:18]([CH3:26])=[C:17]([Cl:16])[CH:22]=2)=[O:25])[CH2:2]1. Procedure details: 2-(piperidin-3-yl)-1H-benzo[d]imidazole (100.0 mg, 0.497 mmol) was dissolved in dichloromethane (3.0 mL). To the stirred suspension was added 2-chloro-4-isocyanato-1-methylbenzene (84.1 mg, 0.502 mmol). The reaction was stirred at ambient temperature for one hour. The crude mixture was then concentrated in vacuo and the residue was dissolved in minimal amounts of dimethylformamide and purified via preparative HPLC (10%-50% acetonitrile in water). The pure fractions were combines and lyophilized ... Reactants: FC1=C(C=CC(=C1)C1=NC=CC=C1)C=1OC2=C(N1)C=CC=C2C(=O)OC (Methyl 2-(2-fluoro-4-(pyridin-2-yl)phenyl)benzo[d]oxazole-7-carboxylate), N (ammonia). The solvent is CO (methanol). Conditions: time 3 day. The product is FC1=C(C=CC(=C1)C1=NC=CC=C1)C=1OC2=C(N1)C=CC=C2C(=O)N (2-(2-fluoro-4-(pyridin-2-yl)phenyl)benzo[d]oxazole-7-carboxamide). The yield is 84.0%. Reaction SMILES: [F:1][C:2]1[CH:7]=[C:6]([C:8]2[CH:13]=[CH:12][CH:11]=[CH:10][N:9]=2)[CH:5]=[CH:4][C:3]=1[C:14]1[O:15][C:16]2[C:22]([C:23](OC)=[O:24])=[CH:21][CH:20]=[CH:19][C:17]=2[N:18]=1.[NH3:27]>CO>[F:1][C:2]1[CH:7]=[C:6]([C:8]2[CH:13]=[CH:12][CH:11]=[CH:10][N:9]=2)[CH:5]=[CH:4][C:3]=1[C:14]1[O:15][C:16]2[C:22]([C:23]([NH2:27])=[O:24])=[CH:21][CH:20]=[CH:19][C:17]=2[N:18]=1. Procedure details: Methyl 2-(2-fluoro-4-(pyridin-2-yl)phenyl)benzo[d]oxazole-7-carboxylate (500 mg, 1.40 mmol) was added to ammonia in methanol (30 ml) and the mixture was stirred at room temperature for 3 days. The solid was filtered, washed with methanol and ammonium hydroxide, dried in vacuum. 400 mg of 2-(2-fluoro-4-(pyridin-2-yl)phenyl)benzo[d]oxazole-7-carboxamide as a solid was obtained, yield 84%. 1H-NMR (400 MHz, DMSO-d6) δ (ppm): 7.5-7.54 (m, 2H), 7.87-8.04 (m, 5H), 8.21-8.23 (m, 3H), 8.47 (s, 1H), 8.76 ...